This data is from the Open Reaction Database (ORD), a public repository of structured organic reaction records. The task is: describe an organic reaction: reactants, conditions, products, and yield The reactants are C(C1=CC=CC=C1)C1NC2C=CC1CC2C(=O)OCC (ethyl 3-benzyl-2-azabicyclo[2.2.2]oct-5-ene-7-carboxylate), C(C)(=O)Cl (acetyl chloride), C(C1=CC=CC=C1)N1C2C=CC(C1CC1=CC=CC=C1)CC2C(=O)OCC (ethyl 2,3-dibenzyl-2-azabicyclo[2.2.2]-oct-5-ene-7-carboxylate), hydrochloride salt, [H][H] (hydrogen). The reagents and catalysts are [Pd] (palladium-on-charcoal). Run in N1=CC=CC=C1 (pyridine). Product: C(C)(=O)N1C2C=CC(C1CC1=CC=CC=C1)CC2C(=O)OCC (ethyl 2-acetyl-3-benzyl-2-azabicyclo[2.2.2]oct-5-ene-7-carboxylate). Reaction SMILES: [CH2:1]([N:8]1[CH:13]([CH2:14][C:15]2[CH:20]=[CH:19][CH:18]=[CH:17][CH:16]=2)[CH:12]2[CH2:21][CH:22]([C:23]([O:25][CH2:26][CH3:27])=[O:24])[CH:9]1[CH:10]=[CH:11]2)[C:2]1C=CC=CC=1.[H][H].C(C1C2CC(C(OCC)=[O:46])C(C=C2)N1)C1C=CC=CC=1.C(Cl)(=O)C>[Pd].N1C=CC=CC=1>[C:1]([N:8]1[CH:13]([CH2:14][C:15]2[CH:20]=[CH:19][CH:18]=[CH:17][CH:16]=2)[CH:12]2[CH2:21][CH:22]([C:23]([O:25][CH2:26][CH3:27])=[O:24])[CH:9]1[CH:10]=[CH:11]2)(=[O:46])[CH3:2]. Procedure: Reduction of the ethyl 2,3-dibenzyl-2-azabicyclo[2.2.2]-oct-5-ene-7-carboxylate described in Example 1AE in the form of the hydrochloride salt with one molar equivalent of hydrogen over a palladium-on-charcoal catalyst at ambient temperature and reaction of the resulting ethyl 3-benzyl-2-azabicyclo[2.2.2]oct-5-ene-7-carboxylate with acetyl chloride in the presence of pyridine affords ethyl 2-acetyl-3-benzyl-2-azabicyclo[2.2.2]oct-5-ene-7-carboxylate. Reactants: Cc1ccccc1, O=C=NC1CCCCC1, Fc1ccc2c(NC3CCCCC3)n(-c3ccc(Cl)cc3)nc2c1. Yields the product O=C(NC1CCCCC1)N(c1c2ccc(F)cc2nn1-c1ccc(Cl)cc1)C1CCCCC1. Reaction SMILES: [CH3:34][c:35]1[cH:36][cH:37][cH:38][cH:39][cH:40]1.[CH:25]1([N:31]=[C:32]=[O:33])[CH2:26][CH2:27][CH2:28][CH2:29][CH2:30]1.[Cl:1][c:2]1[cH:3][cH:4][c:5](-[n:8]2[n:9][c:10]3[cH:11][c:12]([F:24])[cH:13][cH:14][c:15]3[c:16]2[NH:17][CH:18]2[CH2:19][CH2:20][CH2:21][CH2:22][CH2:23]2)[cH:6][cH:7]1>>[Cl:1][c:2]1[cH:3][cH:4][c:5](-[n:8]2[n:9][c:10]3[cH:11][c:12]([F:24])[cH:13][cH:14][c:15]3[c:16]2[N:17]([CH:18]2[CH2:19][CH2:20][CH2:21][CH2:22][CH2:23]2)[C:32]([NH:31][CH:25]2[CH2:26][CH2:27][CH2:28][CH2:29][CH2:30]2)=[O:33])[cH:6][cH:7]1. Reactants: O1C=NC=C1C1=NC=CC=C1 (2-(oxazol-5-yl)pyridine), C(CCCCCCCC)(=O)O (nonanoic acid), C(C(=O)Cl)(=O)Cl (oxalyl chloride), [Li]CCCC (n-BuLi). The reagents and catalysts are [Cl-].[Cl-].[Zn+2] (ZnCl2). The solvent is C1CCOC1 (THF), C(Cl)Cl (CH2Cl2). Reaction conditions: temperature 0 celsius, time 20 minute. Product: EtOAc-hexanes, N1=C(C=CC=C1)C1=CN=C(O1)C(CCCCCCCC)=O (1-(5-(pyridin-2-yl)oxazol-2-yl)nonan-1-one). Yield: 41.3%. As a reaction SMILES: [O:1]1[C:5]([C:6]2[CH:11]=[CH:10][CH:9]=[CH:8][N:7]=2)=[CH:4][N:3]=[CH:2]1.[Li]CCCC.[C:17](O)(=[O:26])[CH2:18][CH2:19][CH2:20][CH2:21][CH2:22][CH2:23][CH2:24][CH3:25].C(Cl)(=O)C(Cl)=O>C1COCC1.C(Cl)Cl.[Cl-].[Cl-].[Zn+2]>[N:7]1[CH:8]=[CH:9][CH:10]=[CH:11][C:6]=1[C:5]1[O:1][C:2]([C:17](=[O:26])[CH2:18][CH2:19][CH2:20][CH2:21][CH2:22][CH2:23][CH2:24][CH3:25])=[N:3][CH:4]=1 |f:6.7.8|. Procedure: (188) A solution of 2-(oxazol-5-yl)pyridine (117 mg, 0.80 mmol) in anhydrous THF (5 mL) cooled to −75° C. under N2 was treated with n-BuLi (2.5 M in hexanes, 1.1 equiv, 0.88 mmol, 0.35 mL), and stirred for 20 min. ZnCl2 (0.5 M in THF, 2.0 equiv, 1.60 mmol, 3.2 mL) was added at −75° C., and stirred for 45 min at 0° C. Cul (1.0 equiv, 0.80 mmol, 152 mg) was added, and the solution was stirred for 10 min at 0° C. A separate flask was charged with nonanoic acid (2 equiv, 1.60 mmol, 253 mg, 0.28 mL) ... The reactants are CC(Cl)c1cccnc1, OC5=CC(S(=O)(C)=O)=CC=C5. The reagents and catalysts are O=C([O-])[O-].[Cs+].[Cs+] (cesium carbonate), [I-].[K+] (potassium iodide). Run in CN(C)C=O (DMF), CN(C)C=O (dmf), CN(C)C=O (DMF). Reaction conditions: temperature 70 celsius, time 16 hour. Product: O=S(C8=CC=CC(OC(C)C9=CC=CN=C9)=C8)(C)=O. The reactants are CCOCC, COc1nc(C)nc(NC(=O)Oc2ccccc2)n1, CC#N, Cl, C1CCC2=NCCCN2CC1, NS(=O)(=O)c1ccn2c1C(=O)OCC2, O. Yields the product COc1nc(C)nc(NC(=O)NS(=O)(=O)c2ccn3c2C(=O)OCC3)n1. Reaction SMILES: [CH2:49]([O:50][CH2:51][CH3:52])[CH3:53].[CH3:15][O:16][c:17]1[n:18][c:19]([NH:24][C:25]([O:26][c:28]2[cH:29][cH:30][cH:31][cH:32][cH:33]2)=[O:27])[n:20][c:21]([CH3:23])[n:22]1.[CH3:46][C:47]#[N:48].[ClH:45].[N:34]12[CH2:35][CH2:36][CH2:37][N:38]=[C:39]1[CH2:40][CH2:41][CH2:42][CH2:43][CH2:44]2.[O:1]=[C:2]1[O:3][CH2:4][CH2:5][n:6]2[c:7]1[c:8]([S:11](=[O:12])(=[O:13])[NH2:14])[cH:9][cH:10]2.[OH2:54]>>[O:1]=[C:2]1[O:3][CH2:4][CH2:5][n:6]2[c:7]1[c:8]([S:11](=[O:12])(=[O:13])[NH:14][C:25]([NH:24][c:19]1[n:18][c:17]([O:16][CH3:15])[n:22][c:21]([CH3:23])[n:20]1)=[O:26])[cH:9][cH:10]2. The reactants are O=Cc1ccc(OCc2ccccc2)c(Cl)c1, C1CCOC1, C[Si](C)(C)C(F)(F)F, CCCC[N+](CCCC)(CCCC)CCCC, CCOC(C)=O, Cl, [F-]. Yields the product OC(c1ccc(OCc2ccccc2)c(Cl)c1)C(F)(F)F. RXN SMILES: [CH2:1]([c:2]1[cH:3][cH:4][cH:5][cH:6][cH:7]1)[O:8][c:9]1[c:10]([Cl:17])[cH:11][c:12]([CH:13]=[O:14])[cH:15][cH:16]1.[CH2:45]1[O:46][CH2:47][CH2:48][CH2:49]1.[CH3:18][Si:19]([C:20]([F:21])([F:22])[F:23])([CH3:24])[CH3:25].[CH3:27][CH2:28][CH2:29][CH2:30][N+:31]([CH2:32][CH2:33][CH2:34][CH3:35])([CH2:36][CH2:37][CH2:38][CH3:39])[CH2:40][CH2:41][CH2:42][CH3:43].[CH3:50][CH2:51][O:52][C:53](=[O:54])[CH3:55].[ClH:44].[F-:26]>>[CH2:1]([c:2]1[cH:3][cH:4][cH:5][cH:6][cH:7]1)[O:8][c:9]1[c:10]([Cl:17])[cH:11][c:12]([CH:13]([OH:14])[C:20]([F:21])([F:22])[F:23])[cH:15][cH:16]1. The reactants are COC(=O)c1ccc(S(C)(=O)=O)c(-c2nnco2)c1Cl, [I-], [Li+], c1ccncc1. Product: CS(=O)(=O)c1ccc(C(=O)O)c(Cl)c1-c1nnco1. RXN SMILES: [Cl:1][c:2]1[c:3]([C:4](=[O:5])[O:6][CH3:7])[cH:8][cH:9][c:10]([S:17](=[O:18])(=[O:19])[CH3:20])[c:11]1-[c:12]1[o:13][cH:14][n:15][n:16]1.[I-:21].[Li+:22].[cH:23]1[cH:24][cH:25][n:26][cH:27][cH:28]1>>[Cl:1][c:2]1[c:3]([C:4](=[O:5])[OH:6])[cH:8][cH:9][c:10]([S:17](=[O:18])(=[O:19])[CH3:20])[c:11]1-[c:12]1[o:13][cH:14][n:15][n:16]1.